This data is from the Open Reaction Database (ORD), a public repository of structured organic reaction records. The task is: describe an organic reaction: reactants, conditions, products, and yield Starting materials: C1CCOC1, CCOC(=O)C(Nc1nnc(-c2ccccc2)o1)C(C)C, CO, [Na+], [OH-], O. Product: CC(C)C(Nc1nnc(-c2ccccc2)o1)C(=O)O. As a reaction SMILES: [CH2:24]1[O:25][CH2:26][CH2:27][CH2:28]1.[CH3:1][CH:2]([CH:3]([C:4](=[O:5])[O:6][CH2:7][CH3:8])[NH:9][c:10]1[o:11][c:12](-[c:15]2[cH:16][cH:17][cH:18][cH:19][cH:20]2)[n:13][n:14]1)[CH3:21].[CH3:29][OH:30].[Na+:23].[OH-:22].[OH2:31]>>[CH3:1][CH:2]([CH:3]([C:4](=[O:5])[OH:6])[NH:9][c:10]1[o:11][c:12](-[c:15]2[cH:16][cH:17][cH:18][cH:19][cH:20]2)[n:13][n:14]1)[CH3:21]. Reactants: C(CCC)[Li] (n-butyl lithium), O (water), BrCOC1=CC=CC=C1 (p-Bromo methoxybenzene), S1C(=CC=C1)C(=O)C=1SC=CC1 (thienyl ketone). The solvent is CCOCC (Ether), CCCCCCC.CCOC(=O)C (heptane EtOAc), C1CCOC1 (THF), C1CCOC1 (THF). Yields the product S1C(=CC=C1)C(O)(C1=CC=C(C=C1)OC)C=1SC=CC1 (Bis(thien-2-yl)mono(4-methoxyphenyl)methanol). Reaction SMILES: Br[CH2:2][O:3][C:4]1[CH:9]=[CH:8][CH:7]=[CH:6][CH:5]=1.C([Li])CCC.[S:15]1[CH:19]=[CH:18][CH:17]=[C:16]1[C:20]([C:22]1[S:23][CH:24]=[CH:25][CH:26]=1)=[O:21].O>C1COCC1.CCCCCCC.CCOC(C)=O.CCOCC>[S:15]1[CH:19]=[CH:18][CH:17]=[C:16]1[C:20]([C:22]1[S:23][CH:24]=[CH:25][CH:26]=1)([C:7]1[CH:8]=[CH:9][C:4]([O:3][CH3:2])=[CH:5][CH:6]=1)[OH:21] |f:5.6|. Procedure: p-Bromo methoxybenzene (0.96 g, 5.2 mmol) was dissolved in THF (50 mL) and n-butyl lithium (2.08 mL, 2.5M in toluene) was added at -70° C. and stirred at this temperature for 10 minutes when the thienyl ketone (1.0 g 5.2 mmol) (see JACS 74: 1733-36 (1952), JCS 1956, 698-705 and Receuil 68: 24 (1949)) dissolved in THF (5 mL) was added. The temperature was allowed to rise gradually to room temperature over night. The mixture was hydrolysed with water (50 mL). Ether (150 mL) was added and the phase... Reactants: COC1=CC=C(C=C1)O (4-methoxyphenol), BrC1=CC=C(C=O)C=C1 (4-bromobenzaldehyde), CuO, C([O-])([O-])=O.[K+].[K+] (potassium carbonate). Run in N1=CC=CC=C1 (pyridine). Product: COC1=CC=C(OC2=CC=C(C=O)C=C2)C=C1 (4-(4-methoxyphenoxy)benzaldehyde). Yield: 84.9%. Reaction SMILES: [CH3:1][O:2][C:3]1[CH:8]=[CH:7][C:6]([OH:9])=[CH:5][CH:4]=1.Br[C:11]1[CH:18]=[CH:17][C:14]([CH:15]=[O:16])=[CH:13][CH:12]=1.C(=O)([O-])[O-].[K+].[K+]>N1C=CC=CC=1>[CH3:1][O:2][C:3]1[CH:8]=[CH:7][C:6]([O:9][C:11]2[CH:18]=[CH:17][C:14]([CH:15]=[O:16])=[CH:13][CH:12]=2)=[CH:5][CH:4]=1 |f:2.3.4|. Reported procedure: A mixture of 4-methoxyphenol (1.0 g, 0.00806 mol), 4-bromobenzaldehyde (1.49 g, 0.00805 mol), CuO (0.64 g, 0.00805 mol), potassium carbonate (1.11 g, 0.00803 mol) in pyridine (100 mL) was refluxed for 60 h. The reaction mixture was filtered into ice/water and the product was extracted with ethyl acetate. The organic layer was washed with water, dried (MgSO4), concentrated and chromatographed with CH2Cl2 to afford 1.56 g (85%) of 4-(4-methoxyphenoxy)benzaldehyde. The reactants are NC1=CC=C(C=C1)C1=CC=C2CN(C(C2=C1)=O)[C@H](C(=O)OC)C(C)C ((S)-Methyl 2-(6-(4-aminophenyl)-1-oxoisoindolin-2-yl)-3-methylbutanoate), [N+](=O)([O-])C1=CC=C(C=C1)C1=CC=C2CN(C(C2=C1)=O)C1(CC1)C(=O)OC (Methyl 1-(6-(4-nitrophenyl)-1-oxoisoindolin-2-yl)cyclopropanecarboxylate). Product: NC1=CC=C(C=C1)C1=CC=C2CN(C(C2=C1)=O)C1(CC1)C(=O)OC (Methyl 1-(6-(4-aminophenyl)-1-oxoisoindolin-2-yl)cyclopropanecarboxylate). Yield: 61.0%. RXN SMILES: [NH2:1][C:2]1[CH:7]=[CH:6][C:5]([C:8]2[CH:16]=[C:15]3[C:11]([CH2:12][N:13]([C@@H:18]([CH:23]([CH3:25])C)[C:19]([O:21][CH3:22])=[O:20])[C:14]3=[O:17])=[CH:10][CH:9]=2)=[CH:4][CH:3]=1.[N+](C1C=CC(C2C=C3C(CN(C4(C(OC)=O)CC4)C3=O)=CC=2)=CC=1)([O-])=O>>[NH2:1][C:2]1[CH:7]=[CH:6][C:5]([C:8]2[CH:16]=[C:15]3[C:11]([CH2:12][N:13]([C:18]4([C:19]([O:21][CH3:22])=[O:20])[CH2:25][CH2:23]4)[C:14]3=[O:17])=[CH:10][CH:9]=2)=[CH:4][CH:3]=1. Procedure details: The compound of example 584 was prepared analogous to the compound of example 6 by reduction of the compound of example 583.